From a dataset of the Open Reaction Database (ORD), a public repository of structured organic reaction records. describe an organic reaction: reactants, conditions, products, and yield The reactants are NCCCCN1C(=NC=2C(=NC=3C=CC=CC3C21)N)CC (1-(4-aminobutyl)-2-ethyl-1H-imidazo[4,5-c]quinolin-4-amine), C(CCC)(=O)Cl (butyryl chloride). Yields the product NC1=NC=2C=CC=CC2C2=C1N=C(N2CCCCNC(CCC)=O)CC (N-[4-(4-amino-2-ethyl-1H-imidazo[4,5-c]quinolin-1-yl)butyl]butanamide). Isolated yield 62.2%. As a reaction SMILES: [NH2:1][CH2:2][CH2:3][CH2:4][CH2:5][N:6]1[C:18]2[C:17]3[CH:16]=[CH:15][CH:14]=[CH:13][C:12]=3[N:11]=[C:10]([NH2:19])[C:9]=2[N:8]=[C:7]1[CH2:20][CH3:21].[C:22](Cl)(=[O:26])[CH2:23][CH2:24][CH3:25]>>[NH2:19][C:10]1[C:9]2[N:8]=[C:7]([CH2:20][CH3:21])[N:6]([CH2:5][CH2:4][CH2:3][CH2:2][NH:1][C:22](=[O:26])[CH2:23][CH2:24][CH3:25])[C:18]=2[C:17]2[CH:16]=[CH:15][CH:14]=[CH:13][C:12]=2[N:11]=1. Reported procedure: Using the general method of Example 197, 1-(4-aminobutyl)-2-ethyl-1H-imidazo[4,5-c]quinolin-4-amine (1.00 g, 3.5 mmol) was reacted with butyryl chloride (0.40 mL, 3.9 mmol) to provide 0.77 g of N-[4-(4-amino-2-ethyl-1H-imidazo[4,5-c]quinolin-1-yl)butyl]butanamide as a light brown solid, m.p. 147.7-148.8° C. Analysis: Calculated for C20H27N5O.0.4 H2O: % C, 66.60; % H, 7.77; % N, 19.42. Found: % C, 66.84; % H, 7.77; % N, 19.36. Starting materials: ICCI (1,2-diiodoethane), C(=O)C=O (glyoxal), O (water), NCCNCCNCCN (triethylenetetramine), O.NN (hydrazine hydrate), [OH-].[K+] (potassium hydroxide). Run in CN(C=O)C (dimethylformamide), C(C)O (ethanol). Reaction conditions: time 20 hour. Product: N1CCNCCNCCNCC1 (1,4,7,10-Tetraazacyclododecane). As a reaction SMILES: [NH2:1][CH2:2][CH2:3][NH:4][CH2:5][CH2:6][NH:7][CH2:8][CH2:9][NH2:10].[CH:11]([CH:13]=O)=O.O.ICCI.O.NN.[OH-].[K+]>C(O)C.CN(C)C=O>[NH:4]1[CH2:5][CH2:6][NH:7][CH2:8][CH2:9][NH:10][CH2:13][CH2:11][NH:1][CH2:2][CH2:3]1 |f:4.5,6.7|. Procedure: 50 g of triethylenetetramine (0.342 mol) is dissolved in 1 l of ethanol and mixed at room temperature with 39 ml of 40% glyoxal in water (0.342 mol). After 20 hours of stirring, the solvent is distilled off in a vacuum, and an orange-colored oil is obtained, which is then taken up in 400 ml of dimethylformamide and is mixed with 82.6 ml (274.8 g=1.026 mol) of 1,2-diiodoethane. After 5 hours of stirring at 40° C., it is concentrated by evaporation in a vacuum, the residue is taken up in 400 ml of... The reactants are O.O.Cl.OC1=C(N=CN1)C(=O)N (5-hydroxy-1H-imidazole-4-carboxamide hydrochloric acid salt dihydrate), Cl (hydrochloric acid), aqueous solution, C(C(O)CC(=O)[O-])(=O)[O-].[Na+].[Na+] (sodium malate). Run at temperature 50 celsius. Product: OC1=C(N=CN1)C(=O)N (5-hydroxy-1H-imidazole-4-carboxamide). The yield is 93.2%. Reaction SMILES: O.O.Cl.[OH:4][C:5]1[NH:9][CH:8]=[N:7][C:6]=1[C:10]([NH2:12])=[O:11].Cl.C([O-])(=O)C(CC([O-])=O)O.[Na+].[Na+]>>[OH:4][C:5]1[NH:9][CH:8]=[N:7][C:6]=1[C:10]([NH2:12])=[O:11] |f:0.1.2.3,5.6.7|. Procedure details: Under the nitrogen atmosphere, 1.5 g of 5-hydroxy-1H-imidazole-4-carboxamide hydrochloric acid salt dihydrate prepared according to the method of Reference Example 2 was added to 18 mL of 0.45 mol/L hydrochloric acid and dissolved therein by heating to 50° C. At 50° C., 6 mL aqueous solution containing 3.5 g of sodium malate was added dropwise thereto. pH of the reaction mixture was 2.6. The reaction mixture was cooled to room temperature. The crystal was collected by filtration and then washed ... Reactants: CC(C)OC(=O)/N=N/C(=O)OC(C)C (diisopropylazodicarboxylate), BrC1=CC(=C(C=C1)O)[N+](=O)[O-] (4-bromo-2-nitrophenol), C1(CCCC1)O (cyclopentanol), C1=CC=C(C=C1)P(C2=CC=CC=C2)C3=CC=CC=C3 (Ph3P). Solvent: C1CCOC1 (THF), C1CCOC1 (THF). Run at time 8 hour. Product: BrC1=CC(=C(C=C1)OC1CCCC1)[N+](=O)[O-] (4-Bromo-1-cyclopentoxy-2-nitrobenzene). The yield is 94.2%. Reaction SMILES: [Br:1][C:2]1[CH:7]=[CH:6][C:5]([OH:8])=[C:4]([N+:9]([O-:11])=[O:10])[CH:3]=1.[CH:12]1(O)[CH2:16][CH2:15][CH2:14][CH2:13]1.C1C=CC(P(C2C=CC=CC=2)C2C=CC=CC=2)=CC=1.CC(OC(/N=N/C(OC(C)C)=O)=O)C>C1COCC1>[Br:1][C:2]1[CH:7]=[CH:6][C:5]([O:8][CH:12]2[CH2:16][CH2:15][CH2:14][CH2:13]2)=[C:4]([N+:9]([O-:11])=[O:10])[CH:3]=1. Procedure details: To a mixture of 4-bromo-2-nitrophenol (1.0 g, 4.6 mmol), cyclopentanol (600 mg, 7.0 mmol) and Ph3P (1.47 g, 5.6 mmol) in THF (50 mL) at 0° C. was portion-wise added diisopropylazodicarboxylate (1.52 g, 7.5 mmol) in THF (10 mL) and the resulting mixture was left to stir overnight at ambient temperature. Solvent removal and purification by chromatography on silica gel afforded the sub-title compound (1.24 g, 94%). Reactants: CCO, [H][H], CN(CC1OC(n2cnc3c(N)ncnc32)C2OC(C)(C)OC12)C1CC(CCC(=O)OCc2ccccc2)C1. Yields the product CN(CC1OC(n2cnc3c(N)ncnc32)C2OC(C)(C)OC12)C1CC(CCC(=O)O)C1. Reaction SMILES: [CH3:42][CH2:43][OH:44].[H:40][H:41].[NH2:1][c:2]1[c:3]2[n:4][cH:5][n:6]([CH:11]3[O:12][CH:13]([CH2:21][N:22]([CH:23]4[CH2:24][CH:25]([CH2:27][CH2:28][C:29](=[O:30])[O:31][CH2:32][c:33]5[cH:34][cH:35][cH:36][cH:37][cH:38]5)[CH2:26]4)[CH3:39])[CH:14]4[CH:15]3[O:16][C:17]([CH3:19])([CH3:20])[O:18]4)[c:7]2[n:8][cH:9][n:10]1>>[NH2:1][c:2]1[c:3]2[n:4][cH:5][n:6]([CH:11]3[O:12][CH:13]([CH2:21][N:22]([CH:23]4[CH2:24][CH:25]([CH2:27][CH2:28][C:29](=[O:30])[OH:31])[CH2:26]4)[CH3:39])[CH:14]4[CH:15]3[O:16][C:17]([CH3:19])([CH3:20])[O:18]4)[c:7]2[n:8][cH:9][n:10]1. Reactants: NC=1N=CN(C1C(=O)N)CC1=CC=CC=C1 (4-amino-1-benzyl-5-imidazolecarboxamide), C(C1=CC=CC=C1)(=O)Cl (benzoyl chloride), CC=1C=C(C(=O)Cl)C=C(C1OCOC)C (3,5-dimethyl-4-methoxymethoxybenzoyl chloride). The product is C(C1=CC=CC=C1)N1C=NC(=C1C(=O)N)NC(C1=CC(=C(C(=C1)C)OCOC)C)=O (1-benzyl-4-(3,5-dimethyl-4-methoxymethoxybenzoyl-amino)-5-imidazolecarboxamide). RXN SMILES: [NH2:1][C:2]1[N:3]=[CH:4][N:5]([CH2:10][C:11]2[CH:16]=[CH:15][CH:14]=[CH:13][CH:12]=2)[C:6]=1[C:7]([NH2:9])=[O:8].C(Cl)(=O)C1C=CC=CC=1.[CH3:26][C:27]1[CH:28]=[C:29]([CH:33]=[C:34]([CH3:40])[C:35]=1[O:36][CH2:37][O:38][CH3:39])[C:30](Cl)=[O:31]>>[CH2:10]([N:5]1[C:6]([C:7]([NH2:9])=[O:8])=[C:2]([NH:1][C:30](=[O:31])[C:29]2[CH:28]=[C:27]([CH3:26])[C:35]([O:36][CH2:37][O:38][CH3:39])=[C:34]([CH3:40])[CH:33]=2)[N:3]=[CH:4]1)[C:11]1[CH:16]=[CH:15][CH:14]=[CH:13][CH:12]=1. Reported procedure: An amidation reaction and post-treatment were carried out according to the conditions of Example 1, using 1.06 g (4.9 mmol) 4-amino-1-benzyl-5-imidazolecarboxamide prepared in Reference Example 2 and, instead of benzoyl chloride, 3,5-dimethyl-4-methoxymethoxybenzoyl chloride which was separately prepared by a conventional method, to obtain 1.40 g of 1-benzyl-4-(3,5-dimethyl-4-methoxymethoxybenzoyl-amino)-5-imidazolecarboxamide. The reactants are ON=C(C1=CN=CC=C1)N (N′-hydroxynicotinimidamide), C(C)(C)(C)OC(=O)NCC=1C=C(C(=O)O)C=CC1 (3-((tert-butoxycarbonylamino)methyl)benzoic acid), N (NH3). Product: N1=CC(=CC=C1)C1=NOC(=N1)C=1C=C(CNC(OC(C)(C)C)=O)C=CC1 (tert-butyl 3-(3-(pyridin-3-yl)-1,2,4-oxadiazol-5-yl)benzylcarbamate). Reaction SMILES: [OH:1][N:2]=[C:3]([NH2:10])[C:4]1[CH:9]=[CH:8][CH:7]=[N:6][CH:5]=1.[C:11]([O:15][C:16]([NH:18][CH2:19][C:20]1[CH:21]=[C:22]([CH:26]=[CH:27][CH:28]=1)[C:23](O)=O)=[O:17])([CH3:14])([CH3:13])[CH3:12].N>>[N:6]1[CH:7]=[CH:8][CH:9]=[C:4]([C:3]2[N:10]=[C:23]([C:22]3[CH:21]=[C:20]([CH:28]=[CH:27][CH:26]=3)[CH2:19][NH:18][C:16](=[O:17])[O:15][C:11]([CH3:14])([CH3:12])[CH3:13])[O:1][N:2]=2)[CH:5]=1. Reported procedure: The title compound was prepared according to the procedure of Example 8 using N′-hydroxynicotinimidamide (Aldrich) and 3-((tert-butoxycarbonylamino)methyl)benzoic acid (Fluka). 1H NMR (300 MHz, DMSO-d6) δ 1.42 (s, 9 H), 4.27 (d, J=6.1 Hz, 2 H), 7.51-7.72 (m, 4 H), 8.01-8.17 (m, 2 H), 8.45 (dt, J=8.1, 1.9 Hz, 1 H), 8.82 (dd, J=5.1, 1.7 Hz, 1H), 9.26 (dd, J=2.2, 0.8 Hz, 1 H) ppm; MS (DCI/NH3) m/z 353 (M+H)+. Solvent: O1CCOCC1 (dioxane). Reagents/catalysts: C(C)(=O)O[Pd]OC(C)=O (diacetoxypalladium). The product is C(C)(C)(C)OC(=O)NC1=C(C=C(C=N1)OC1=C(C(=O)OC)C=CC(=C1)F)F (methyl 2-(6-(tert-butoxycarbonylamino)-5-fluoropyridin-3-yloxy)-4-fluorobenzoate). RXN SMILES: Cl[C:2]1[N:7]=[CH:6][C:5]([O:8][C:9]2[CH:18]=[C:17]([F:19])[CH:16]=[CH:15][C:10]=2[C:11]([O:13][CH3:14])=[O:12])=[CH:4][C:3]=1[F:20].[C:21](=[O:28])([O:23][C:24]([CH3:27])([CH3:26])[CH3:25])[NH2:22].C(=O)([O-])[O-].[Cs+].[Cs+].CC1(C)C2C=CC=C(P(C3C=CC=CC=3)C3C=CC=CC=3)C=2OC2C1=CC=CC=2P(C1C=CC=CC=1)C1C=CC=CC=1>C(O[Pd]OC(=O)C)(=O)C.O1CCOCC1>[C:24]([O:23][C:21]([NH:22][C:2]1[N:7]=[CH:6][C:5]([O:8][C:9]2[CH:18]=[C:17]([F:19])[CH:16]=[CH:15][C:10]=2[C:11]([O:13][CH3:14])=[O:12])=[CH:4][C:3]=1[F:20])=[O:28])([CH3:27])([CH3:26])[CH3:25] |f:2.3.4|. Procedure: Methyl 2-(6-chloro-5-fluoropyridin-3-yloxy)-4-fluorobenzoate (0.875 g), tert-butyl carbamate (0.410 g), cesium carbonate (1.427 g), diacetoxypalladium (0.033 g) and (9,9-dimethyl-9H-xanthene-4,5-diyl)bis(diphenylphosphine) (0.169 g) were added to dioxane (10 mL). The reaction was degassed with nitrogen then sealed. The reaction was then heated to 85° C. After stirring for 16 hours the reaction was cooled, diluted with water (25 mL) and the product was extracted into dichloromethane (2×25 mL). Th... Run at temperature 85 celsius, time 16 hour. The reactants are ClC1=C(C=C(C=N1)OC1=C(C(=O)OC)C=CC(=C1)F)F (Methyl 2-(6-chloro-5-fluoropyridin-3-yloxy)-4-fluorobenzoate), C(N)(OC(C)(C)C)=O (tert-butyl carbamate), C([O-])([O-])=O.[Cs+].[Cs+] (cesium carbonate), CC1(C2=CC=CC(=C2OC=2C(=CC=CC12)P(C1=CC=CC=C1)C1=CC=CC=C1)P(C1=CC=CC=C1)C1=CC=CC=C1)C ((9,9-dimethyl-9H-xanthene-4,5-diyl)bis(diphenylphosphine)). Reactants: C1(=CC=CC=C1)C#C (phenylacetylene), C(C)(C)(C)C1=CC(=C(C=C1)O)I (4-tert-Butyl-2-iodophenol). The product is C(C)(C)(C)C1=CC2=C(OC(=C2)C2=CC=CC=C2)C=C1 (5-tert-Butyl-2-phenyl-benzo[b]furan). Reaction SMILES: [C:1]1([C:7]#[CH:8])[CH:6]=[CH:5][CH:4]=[CH:3][CH:2]=1.[C:9]([C:13]1[CH:18]=[CH:17][C:16]([OH:19])=[C:15](I)[CH:14]=1)([CH3:12])([CH3:11])[CH3:10]>>[C:9]([C:13]1[CH:18]=[CH:17][C:16]2[O:19][C:7]([C:1]3[CH:6]=[CH:5][CH:4]=[CH:3][CH:2]=3)=[CH:8][C:15]=2[CH:14]=1)([CH3:12])([CH3:11])[CH3:10]. Procedure: The general procedure was used to convert phenylacetylene and 4-tert-Butyl-2-iodophenol to the title product. Purification by flash chromatography (10% ethyl acetate in hexanes as the eluent) gave the analytically pure product as a white solid (398 mg, 80% yield). 1H NMR (300 MHz, CDCl3) δ 7.83 (dd, J=7.16, 2H), 7.57-7.56 (m, 1H), 7.44-7.38 (m, 3H), 7.34-7.30 (m, 2H), 6.96 (s, 1H), 1.38 (s, 9H). 13C NMR (75 MHz, CDCl3) δ 155.99, 153.12, 145.92, 130.65, 128.88, 128.72, 128.33, 124.82, 122.23, 117...